From a dataset of the Open Reaction Database (ORD), a public repository of structured organic reaction records. describe an organic reaction: reactants, conditions, products, and yield Starting materials: COC1=CC=C(C=C1)C1=COC2=C1C=C(C=C2)C2=NN=C(O2)S (5-[3-(4-methoxyphenyl)-1-benzofuran-5-yl]-1,3,4-oxadiazole-2-thiol), COC=1C=C(CCl)C=CC1 (3-methoxybenzyl chloride). Yields the product COC=1C=C(CSC=2OC(=NN2)C=2C=CC3=C(C(=CO3)C3=CC=C(C=C3)OC)C2)C=CC1 (2-[(3-methoxybenzyl)thio]-5-[3-(4-methoxyphenyl)-1-benzofuran-5-yl]-1,3,4-oxadiazole). Yield: 87.0%. Reaction SMILES: [CH3:1][O:2][C:3]1[CH:8]=[CH:7][C:6]([C:9]2[C:13]3[CH:14]=[C:15]([C:18]4[O:22][C:21]([SH:23])=[N:20][N:19]=4)[CH:16]=[CH:17][C:12]=3[O:11][CH:10]=2)=[CH:5][CH:4]=1.[CH3:24][O:25][C:26]1[CH:27]=[C:28]([CH:31]=[CH:32][CH:33]=1)[CH2:29]Cl>>[CH3:24][O:25][C:26]1[CH:27]=[C:28]([CH:31]=[CH:32][CH:33]=1)[CH2:29][S:23][C:21]1[O:22][C:18]([C:15]2[CH:16]=[CH:17][C:12]3[O:11][CH:10]=[C:9]([C:6]4[CH:5]=[CH:4][C:3]([O:2][CH3:1])=[CH:8][CH:7]=4)[C:13]=3[CH:14]=2)=[N:19][N:20]=1. Reported procedure: In the same manner as in Example 1 and using 5-[3-(4-methoxyphenyl)-1-benzofuran-5-yl]-1,3,4-oxadiazole-2-thiol instead of 5-(benzothiazol-6-yl)-1,3,4-oxadiazole-2-thiol and 3-methoxybenzyl chloride instead of 3-(trifluoromethyl)benzyl chloride, the title compound (yield 87%) was obtained as colorless crystals. Starting materials: COC(=O)C1=[N+](C=CC2=CC=CC=C12)[O-] (1-(methoxycarbonyl)isoquinoline 2-oxide), O=P(Cl)(Cl)Cl (POCl3). Run at temperature 100 celsius. Yields the product ClC=1N=C(C2=CC=CC=C2C1)C(=O)OC (Methyl 3-chloroisoquinoline-1-carboxylate). Yield: 49.0%. As a reaction SMILES: [CH3:1][O:2][C:3]([C:5]1[C:14]2[C:9](=[CH:10][CH:11]=[CH:12][CH:13]=2)[CH:8]=[CH:7][N+:6]=1[O-])=[O:4].O=P(Cl)(Cl)[Cl:18]>>[Cl:18][C:7]1[N:6]=[C:5]([C:3]([O:2][CH3:1])=[O:4])[C:14]2[C:9]([CH:8]=1)=[CH:10][CH:11]=[CH:12][CH:13]=2. Procedure details: A mixture of 1-(methoxycarbonyl)isoquinoline 2-oxide (9.5 g, 46.75 mmol) and POCl3 (50 mL) was heated at 100° C. for 4 hours. The reaction mixture was subsequently cooled and concentrated, and the crude product was purified by silica gel chromatography eluting with petroleum ether and EtOAc (15:1) to give the title compound as a white solid (5.1 g, 49%). ESI-MS m/z [M+H]+ 222. Reactants: C(#N)NC(=N)N (cyanoguanidine), C(C)(C)N(C(C)C)CC (N,N-diisopropylethylamine), [F-].[Cs+] (Cesium fluoride), ClC1=C(C=CC=C1)N=C=NC1=C(C(=C(C=C1)Cl)S(=O)(=O)N(C)C)O[Si](C)(C)C(C)(C)C (N-(2-chlorophenyl)-N′-[4-chloro-2-tert-butyldimethylsilyloxy-3-(N″,N″-dimethylaminosulfonyl)phenyl]carbodiimide), N#CN (cyanamide). Yields the product ClC1=C(C=CC=C1)N(C(=N)NC1=CC(=C(C=C1)Cl)S(=O)(=O)N(C)C)C#N (N-(2-Chlorophenyl)-N′-[4-chloro-3-(N″,N″-dimethylaminosulfonyl)phenyl]cyanoguanidine). Yield: 50.0%. As a reaction SMILES: [C:1](NC(N)=N)#[N:2].[Cl:7][C:8]1[CH:13]=[CH:12][CH:11]=[CH:10][C:9]=1[N:14]=[C:15]=[N:16][C:17]1[CH:22]=[CH:21][C:20]([Cl:23])=[C:19]([S:24]([N:27]([CH3:29])[CH3:28])(=[O:26])=[O:25])[C:18]=1O[Si](C(C)(C)C)(C)C.[N:38]#CN.C(N(CC)C(C)C)(C)C.[F-].[Cs+]>>[Cl:7][C:8]1[CH:13]=[CH:12][CH:11]=[CH:10][C:9]=1[N:14]([C:1]#[N:2])[C:15]([NH:16][C:17]1[CH:22]=[CH:21][C:20]([Cl:23])=[C:19]([S:24]([N:27]([CH3:28])[CH3:29])(=[O:25])=[O:26])[CH:18]=1)=[NH:38] |f:4.5|. Procedure: Following the general procedure for cyanoguanidine formation outlined in example 12, N-(2-chlorophenyl)-N′-[4-chloro-2-tert-butyldimethylsilyloxy-3-(N″,N″-dimethylaminosulfonyl)phenyl]carbodiimide (300 mg, 0.6 mmol), cyanamide (100 mg, 2.4 mmol) and N,N-diisopropylethylamine (94 mg, 0.72 mmol) were reacted, followed by desilylation with Cesium fluoride (110 mg, 0.72 mmol) to form the desired product (129 mg, 50%). EI-MS m/z 428.0 (M+). 1H NMR (DMSO-d6) δ 2.86 (s, 6H), 7.2 (d, 1H), 7.32 (t, 1H), ...